This data is from the Open Reaction Database (ORD), a public repository of structured organic reaction records. The task is: describe an organic reaction: reactants, conditions, products, and yield The reactants are CCOC(C)=O, CCO, Cl, COC(=O)c1cnc(OCC(F)F)cn1, [Na+], [OH-]. Product: O=C(O)c1cnc(OCC(F)F)cn1. As a reaction SMILES: [CH3:19][CH2:20][O:21][C:22](=[O:23])[CH3:24].[CH3:25][CH2:26][OH:27].[ClH:18].[F:3][CH:4]([CH2:5][O:6][c:7]1[n:8][cH:9][c:10]([C:13](=[O:14])[O:15][CH3:16])[n:11][cH:12]1)[F:17].[Na+:2].[OH-:1]>>[F:3][CH:4]([CH2:5][O:6][c:7]1[n:8][cH:9][c:10]([C:13](=[O:14])[OH:15])[n:11][cH:12]1)[F:17].